This data is from the Open Reaction Database (ORD), a public repository of structured organic reaction records. The task is: describe an organic reaction: reactants, conditions, products, and yield The reactants are FC=1C=CC(=C(C1)C(C#CC1=CC=CC=C1)O)OC (1-(5-fluoro-2-methoxy-phenyl)-3-phenyl-prop-2-yn-1-ol), COC1=C(C=O)C=CC(=C1)OC(F)(F)F (2-methoxy-4-trifluoromethoxy-benzaldehyde). Yields the product COC1=C(C=CC(=C1)OC(F)(F)F)C(C#CC1=CC=CC=C1)O (1-(2-Methoxy-4-trifluoromethoxy-phenyl)-3-phenyl-prop-2-yn-1-ol). Isolated yield 100.0%. As a reaction SMILES: F[C:2]1[CH:3]=[CH:4][C:5]([O:18][CH3:19])=[C:6]([CH:8]([OH:17])[C:9]#[C:10][C:11]2[CH:16]=[CH:15][CH:14]=[CH:13][CH:12]=2)[CH:7]=1.COC1C=C([O:30][C:31]([F:34])([F:33])[F:32])C=CC=1C=O>>[CH3:19][O:18][C:5]1[CH:4]=[C:3]([O:30][C:31]([F:34])([F:33])[F:32])[CH:2]=[CH:7][C:6]=1[CH:8]([OH:17])[C:9]#[C:10][C:11]1[CH:16]=[CH:15][CH:14]=[CH:13][CH:12]=1. Procedure: Following the procedure used to prepare 1-(5-fluoro-2-methoxy-phenyl)-3-phenyl-prop-2-yn-1-ol, 2-methoxy-4-trifluoromethoxy-benzaldehyde was reacted to give the title compound as a pale yellow oil (650 mg, 100%). LCMS (Method B): RT=4.13 min, [M−H2O+H]+=305.